Dataset: the Open Reaction Database (ORD), a public repository of structured organic reaction records. Task: describe an organic reaction: reactants, conditions, products, and yield The reactants are CC(=O)O, NCCN, CC(=O)c1ccc(-n2cnnn2)cc1. The product is CC(NCCN)c1ccc(-n2cnnn2)cc1. Reaction SMILES: [CH3:19][C:20](=[O:21])[OH:22].[NH2:15][CH2:16][CH2:17][NH2:18].[n:1]1(-[c:6]2[cH:7][cH:8][c:9]([C:12]([CH3:13])=[O:14])[cH:10][cH:11]2)[n:2][n:3][n:4][cH:5]1>>[n:1]1(-[c:6]2[cH:7][cH:8][c:9]([CH:12]([CH3:13])[NH:15][CH2:16][CH2:17][NH2:18])[cH:10][cH:11]2)[n:2][n:3][n:4][cH:5]1.